Dataset: the Open Reaction Database (ORD), a public repository of structured organic reaction records. Task: describe an organic reaction: reactants, conditions, products, and yield Reactants: C(C=C)OC(=O)N1[C@@H](C[C@H](C1)O)C=C(C(C)=O)C ((2S,4R)-1-allyloxycarbonyl-4-hydroxy-2-(2-methyl-3-oxo-1-butenyl)pyrrolidine), C1(=CC=CC=C1)P(C1=CC=CC=C1)C1=CC=CC=C1 (triphenylphosphine), C(C1=CC=CC=C1)(=O)O (benzoic acid), N(=NC(=O)OCC)C(=O)OCC (diethyl azodicarboxylate). The solvent is O1CCCC1 (tetrahydrofuran). Conditions: time 1 hour. Yields the product C(C=C)OC(=O)N1[C@@H](C[C@@H](C1)OC(C1=CC=CC=C1)=O)C=C(C(C)=O)C ((2S,4S)-1-allyloxycarbonyl-4-benzoyloxy-2-(2-methyl-3-oxo-1-butenyl)pyrrolidine). Yield: 90.2%. As a reaction SMILES: [CH2:1]([O:4][C:5]([N:7]1[CH2:11][C@H:10]([OH:12])[CH2:9][C@H:8]1[CH:13]=[C:14]([CH3:18])[C:15](=[O:17])[CH3:16])=[O:6])[CH:2]=[CH2:3].C1(P(C2C=CC=CC=2)C2C=CC=CC=2)C=CC=CC=1.[C:38](O)(=[O:45])[C:39]1[CH:44]=[CH:43][CH:42]=[CH:41][CH:40]=1.N(C(OCC)=O)=NC(OCC)=O>O1CCCC1>[CH2:1]([O:4][C:5]([N:7]1[CH2:11][C@@H:10]([O:12][C:38](=[O:45])[C:39]2[CH:44]=[CH:43][CH:42]=[CH:41][CH:40]=2)[CH2:9][C@H:8]1[CH:13]=[C:14]([CH3:18])[C:15](=[O:17])[CH3:16])=[O:6])[CH:2]=[CH2:3]. Reported procedure: To a solution of (2S,4R)-1-allyloxycarbonyl-4-hydroxy-2-(2-methyl-3-oxo-1-butenyl)pyrrolidine (0.33 g), triphenylphosphine (0.52 g) and benzoic acid (0.24 g) in tetrahydrofuran (4 ml) was added diethyl azodicarboxylate (0.31 ml) at ambient temperature. After stirring at ambient temperature for 1 hour, the solution was evaporated. To the residue was added a mixture of n-hexane and ethyl acetate (2:1 V/V), and precipitated triphenylphosphine oxide was filtered off. The filtrate was evaporated, and... Reactants: [Na] (sodium), CN1C(C(NS1(=O)=O)=O)CCC (5-methyl-4-propyl-1,2,5-thiadiazolidin-3-one 1,1-dioxide), FC1=C(C(=C(C(=N1)F)F)F)F (pentafluoropyridine), C1COCCOCCOCCOCCO1 (15-Crown-5). Solvent: C(C)#N (acetonitrile), CN(C)C=O (DMF). Yields the product FC1=NC(=C(C(=C1F)N1S(N(C(C1=O)CCC)C)(=O)=O)F)F (2-(2,3,5,6-tetrafluoro-4-pyridyl)-5-methyl-4-propyl-1,2,5-thiadiazolidin-3-one 1,1-dioxide). Yield: 22.0%. RXN SMILES: [Na].[CH3:2][N:3]1[S:7](=[O:9])(=[O:8])[NH:6][C:5](=[O:10])[CH:4]1[CH2:11][CH2:12][CH3:13].[F:14][C:15]1[N:20]=[C:19]([F:21])[C:18]([F:22])=[C:17](F)[C:16]=1[F:24].C1OCCOCCOCCOCCOC1>C(#N)C.CN(C=O)C>[F:21][C:19]1[C:18]([F:22])=[C:17]([N:6]2[C:5](=[O:10])[CH:4]([CH2:11][CH2:12][CH3:13])[N:3]([CH3:2])[S:7]2(=[O:9])=[O:8])[C:16]([F:24])=[C:15]([F:14])[N:20]=1 |^1:0|. Reported procedure: To a mixture of the sodium salt of 5-methyl-4-propyl-1,2,5-thiadiazolidin-3-one 1,1-dioxide (5.2 mmol, prepared by treatment with sodium methoxide) suspended in 30 ml of acetonitrile was added pentafluoropyridine (0.57 ml, 5.2 mmol) and 1.14 g (5.17 mmol) of 15-Crown-5 and DMF (25 ml), and the resulting mixture was refluxed for 20 hours. The mixture was cooled, concentrated in vacuo, and the residue diluted with water, extracted with methylene chloride, and the organic layer was washed with wate... The product is N1(CCOCC1)CCOC1=CC=C(C2=CC=CC=C12)NC(C1=CC(=CC=C1)C1=CC=NC=C1)=O (N-[4-(2-Morpholin-4-yl-ethoxy)-naphthalen-1-yl]-3-pyridin-4-yl-benzamide). Procedure details: Compound is prepared from 3-bromo-N-[4-(2-morpholin-4-yl-ethoxy)-naphthalen-1-yl]-benzamide and pyridyl-4-boronic acid according to conditions described in general procedure K. 1H NMR 300 MHz (DMSO-d6) δ 10.4 (s, 1H), 8.7 (d, 2H), 8.5 (s, 1H), 8.22 (m, 1H), 8.15 (d, 1H), 8.05 (d, 1H), 7.9 (m, 1H), 7.85 (d, 2H), 7.7 (t, 1H), 7.5 (m, 2H), 7.45 (d, 1H), 7.0 (d, 1H), 4.3 (t, 2H), 3.6 (m, 4H), 2.9 (t, 2H), 2.55 (m, 4H). The reactants are BrC=1C=C(C(=O)NC2=CC=C(C3=CC=CC=C23)OCCN2CCOCC2)C=CC1 (3-bromo-N-[4-(2-morpholin-4-yl-ethoxy)-naphthalen-1-yl]-benzamide), B(C1=CC=NC=C1)(O)O (pyridyl-4-boronic acid). As a reaction SMILES: Br[C:2]1[CH:3]=[C:4]([CH:27]=[CH:28][CH:29]=1)[C:5]([NH:7][C:8]1[C:17]2[C:12](=[CH:13][CH:14]=[CH:15][CH:16]=2)[C:11]([O:18][CH2:19][CH2:20][N:21]2[CH2:26][CH2:25][O:24][CH2:23][CH2:22]2)=[CH:10][CH:9]=1)=[O:6].B(O)(O)[C:31]1[CH:36]=[CH:35][N:34]=[CH:33][CH:32]=1>>[N:21]1([CH2:20][CH2:19][O:18][C:11]2[C:12]3[C:17](=[CH:16][CH:15]=[CH:14][CH:13]=3)[C:8]([NH:7][C:5](=[O:6])[C:4]3[CH:27]=[CH:28][CH:29]=[C:2]([C:31]4[CH:36]=[CH:35][N:34]=[CH:33][CH:32]=4)[CH:3]=3)=[CH:9][CH:10]=2)[CH2:26][CH2:25][O:24][CH2:23][CH2:22]1. The reactants are ClCCl, O=C(OCc1ccccc1)N1CCC(S(=O)(=O)Nc2ccc3c(cnn3C3CCCCO3)c2)CC1, O=C(O)C(F)(F)F. Yields the product O=C(OCc1ccccc1)N1CCC(S(=O)(=O)Nc2ccc3[nH]ncc3c2)CC1. Reaction SMILES: [CH2:43]([Cl:44])[Cl:45].[O:8]1[CH2:9][CH2:10][CH2:11][CH2:12][CH:13]1[n:14]1[n:15][cH:16][c:17]2[cH:18][c:19]([NH:23][S:24](=[O:25])(=[O:26])[CH:27]3[CH2:28][CH2:29][N:30]([C:33](=[O:34])[O:35][CH2:36][c:37]4[cH:38][cH:39][cH:40][cH:41][cH:42]4)[CH2:31][CH2:32]3)[cH:20][cH:21][c:22]12.[OH:1][C:2]([C:3]([F:4])([F:5])[F:6])=[O:7]>>[nH:14]1[n:15][cH:16][c:17]2[cH:18][c:19]([NH:23][S:24](=[O:25])(=[O:26])[CH:27]3[CH2:28][CH2:29][N:30]([C:33](=[O:34])[O:35][CH2:36][c:37]4[cH:38][cH:39][cH:40][cH:41][cH:42]4)[CH2:31][CH2:32]3)[cH:20][cH:21][c:22]12. RXN SMILES: [Br:35][CH2:36][c:37]1[n:38][cH:39][cH:40][cH:41][cH:42]1.[BrH:34].[C:1]([CH3:2])([CH3:3])([CH3:4])[Si:5]([O:6][CH2:7][CH2:8][c:9]1[n:10][c:11](-[c:15]2[cH:16][cH:17][c:18]([OH:21])[cH:19][cH:20]2)[o:12][c:13]1[CH3:14])([c:22]1[cH:23][cH:24][cH:25][cH:26][cH:27]1)[c:28]1[cH:29][cH:30][cH:31][cH:32][cH:33]1.[CH3:49][C:50](=[O:51])[CH3:52].[K+:43].[K+:44].[O-:45][C:46]([O-:47])=[O:48]>>[C:1]([CH3:2])([CH3:3])([CH3:4])[Si:5]([O:6][CH2:7][CH2:8][c:9]1[n:10][c:11](-[c:15]2[cH:16][cH:17][c:18]([O:21][CH2:36][c:37]3[n:38][cH:39][cH:40][cH:41][cH:42]3)[cH:19][cH:20]2)[o:12][c:13]1[CH3:14])([c:22]1[cH:23][cH:24][cH:25][cH:26][cH:27]1)[c:28]1[cH:29][cH:30][cH:31][cH:32][cH:33]1. The reactants are BrCc1ccccn1, Br, Cc1oc(-c2ccc(O)cc2)nc1CCO[Si](c1ccccc1)(c1ccccc1)C(C)(C)C, CC(C)=O, [K+], [K+], O=C([O-])[O-]. Yields the product Cc1oc(-c2ccc(OCc3ccccn3)cc2)nc1CCO[Si](c1ccccc1)(c1ccccc1)C(C)(C)C. The product is CC1=NNC(=C1C1=CC=2N(C=C1)C(=CN2)C(=O)NC2=C1C(=NN(C1=CC=C2)CC2=NC(=CC=C2)C)C)C (7-(3,5-dimethyl-1H-pyrazol-4-yl)-N-(3-methyl-1-((6-methylpyridin-2-yl)methyl)-1H-indazol-4-yl)imidazo[1,2-a]pyridine-3-carboxamide). Starting materials: BrC1=CC=2N(C=C1)C(=CN2)C(=O)NC2=C1C(=NN(C1=CC=C2)CC2=NC(=CC=C2)C)C (7-bromo-N-(3-methyl-1-((6-methylpyridin-2-yl)methyl)-1H-indazol-4-yl)imidazo[1,2-a]pyridine-3-carboxamide), CC1=NNC(=C1B1OC(C(O1)(C)C)(C)C)C (3,5-dimethyl-4-(4,4,5,5-tetramethyl-1,3,2-dioxaborolan-2-yl)-1H-pyrazole). Reaction SMILES: Br[C:2]1[CH:7]=[CH:6][N:5]2[C:8]([C:11]([NH:13][C:14]3[CH:22]=[CH:21][CH:20]=[C:19]4[C:15]=3[C:16]([CH3:31])=[N:17][N:18]4[CH2:23][C:24]3[CH:29]=[CH:28][CH:27]=[C:26]([CH3:30])[N:25]=3)=[O:12])=[CH:9][N:10]=[C:4]2[CH:3]=1.[CH3:32][C:33]1[C:37](B2OC(C)(C)C(C)(C)O2)=[C:36]([CH3:47])[NH:35][N:34]=1>>[CH3:32][C:33]1[C:37]([C:2]2[CH:7]=[CH:6][N:5]3[C:8]([C:11]([NH:13][C:14]4[CH:22]=[CH:21][CH:20]=[C:19]5[C:15]=4[C:16]([CH3:31])=[N:17][N:18]5[CH2:23][C:24]4[CH:29]=[CH:28][CH:27]=[C:26]([CH3:30])[N:25]=4)=[O:12])=[CH:9][N:10]=[C:4]3[CH:3]=2)=[C:36]([CH3:47])[NH:35][N:34]=1. Procedure details: Prepared according to procedure of Example 68, using 7-bromo-N-(3-methyl-1-((6-methylpyridin-2-yl)methyl)-1H-indazol-4-yl)imidazo[1,2-a]pyridine-3-carboxamide and 3,5-dimethyl-4-(4,4,5,5-tetramethyl-1,3,2-dioxaborolan-2-yl)-1H-pyrazole. 1H NMR (CDCl3, δ) 9.55 (d, 1H), 8.40 (s, 1H), 8.24 (s, 1H), 7.78 (d, 1H), 7.62 (s, 1H), 7.42 (t, 1H), 7.34 (t, 1H), 7.15 (d, 1H), 7.06 (t, 2H), 6.52 (d, 1H), 5.64 (s, 2H), 2.87 (s, 3H), 2.58 (s, 3 h), 2.40 (s, 6H). The reactants are BrCc1ccc(Br)cc1, CN(C)CC1CCc2cc(O)ccc2C1, [H-], [Na+], CN(C)C=O, O. Yields the product CN(C)CC1CCc2cc(OCc3ccc(Br)cc3)ccc2C1. RXN SMILES: [Br:18][c:19]1[cH:20][cH:21][c:22]([CH2:23][Br:24])[cH:25][cH:26]1.[CH3:1][N:2]([CH3:3])[CH2:4][CH:5]1[CH2:6][c:7]2[cH:8][cH:9][c:10]([OH:15])[cH:11][c:12]2[CH2:13][CH2:14]1.[H-:16].[Na+:17].[O:28]=[CH:29][N:30]([CH3:31])[CH3:32].[OH2:27]>>[CH3:1][N:2]([CH3:3])[CH2:4][CH:5]1[CH2:6][c:7]2[cH:8][cH:9][c:10]([O:15][CH2:23][c:22]3[cH:21][cH:20][c:19]([Br:18])[cH:26][cH:25]3)[cH:11][c:12]2[CH2:13][CH2:14]1.